From a dataset of the Open Reaction Database (ORD), a public repository of structured organic reaction records. describe an organic reaction: reactants, conditions, products, and yield Reactants: CCCNC(Cc1ccc(OCCNC(=O)c2ccc(-c3ccccn3)cc2)cc1)C(=O)OCC, CO, Cl, [Na+], [OH-]. The product is CCCNC(Cc1ccc(OCCNC(=O)c2ccc(-c3ccccn3)cc2)cc1)C(=O)O. As a reaction SMILES: [CH2:2]([CH2:3][CH3:4])[NH:5][CH:6]([C:7](=[O:8])[O:9][CH2:10][CH3:11])[CH2:12][c:13]1[cH:14][cH:15][c:16]([O:19][CH2:20][CH2:21][NH:22][C:23]([c:24]2[cH:25][cH:26][c:27](-[c:30]3[n:31][cH:32][cH:33][cH:34][cH:35]3)[cH:28][cH:29]2)=[O:36])[cH:17][cH:18]1.[CH3:39][OH:40].[ClH:1].[Na+:38].[OH-:37]>>[CH2:2]([CH2:3][CH3:4])[NH:5][CH:6]([C:7](=[O:8])[OH:9])[CH2:12][c:13]1[cH:14][cH:15][c:16]([O:19][CH2:20][CH2:21][NH:22][C:23]([c:24]2[cH:25][cH:26][c:27](-[c:30]3[n:31][cH:32][cH:33][cH:34][cH:35]3)[cH:28][cH:29]2)=[O:36])[cH:17][cH:18]1. Reaction SMILES: [BrH:22].[Cl:1][c:2]1[c:3]([CH:12]([C:13]#[N:14])[c:15]2[cH:16][cH:17][c:18]([Cl:21])[cH:19][cH:20]2)[n:4][cH:5][c:6]([C:8]([F:9])([F:10])[F:11])[cH:7]1.[OH2:23]>>[Cl:1][c:2]1[c:3]([CH2:12][c:15]2[cH:16][cH:17][c:18]([Cl:21])[cH:19][cH:20]2)[n:4][cH:5][c:6]([C:8]([F:9])([F:10])[F:11])[cH:7]1. Reactants: Br, N#CC(c1ccc(Cl)cc1)c1ncc(C(F)(F)F)cc1Cl, O. The product is FC(F)(F)c1cnc(Cc2ccc(Cl)cc2)c(Cl)c1. The reactants are BrCCCC=1OC(=CC1)C (2-(3-bromopropyl)-5-methylfuran), [Mg] (magnesium), ClC=1C=C(C=CC1Cl)C1(CCC1)C#N (1-(3,4-Dichlorophenyl)cyclobutanecarbonitrile), Grignard reagent, [BH4-].[Na+] (sodium borohydride), Cl (hydrochloric acid). Solvent: CCOCC (ether), O (water), CC(C)O (propan-2-ol). Reaction conditions: time 16 hour. Product: ClC=1C=C(C=CC1Cl)C1(CCC1)C(CCCC=1OC(=CC1)C)N (1-[1-(3,4-dichlorophenyl)cyclobutyl]-4-(5-methyl-2-furyl)butylamine). As a reaction SMILES: [Cl:1][C:2]1[CH:3]=[C:4]([C:9]2([C:13]#[N:14])[CH2:12][CH2:11][CH2:10]2)[CH:5]=[CH:6][C:7]=1[Cl:8].Br[CH2:16][CH2:17][CH2:18][C:19]1[O:20][C:21]([CH3:24])=[CH:22][CH:23]=1.[Mg].[BH4-].[Na+].Cl>CCOCC.CC(O)C.O>[Cl:1][C:2]1[CH:3]=[C:4]([C:9]2([CH:13]([NH2:14])[CH2:16][CH2:17][CH2:18][C:19]3[O:20][C:21]([CH3:24])=[CH:22][CH:23]=3)[CH2:12][CH2:11][CH2:10]2)[CH:5]=[CH:6][C:7]=1[Cl:8] |f:3.4|. Reported procedure: 1-(3,4-Dichlorophenyl)cyclobutanecarbonitrile (8 g) was added to the Grignard reagent prepared by the reaction under argon of 2-(3-bromopropyl)-5-methylfuran (10 g) and magnesium (1.1 g) in ether (20 ml). The mixture was stirred for 16 hours at ambient temperature. A suspension of sodium borohydride (3 g) in propan-2-ol (100 ml) was added and the mixture heated under reflux for 4.75 hours and then allowed to cool. The mixture was added to water with cooling and excess 2N hydrochloric acid added.... Yields the product C(C)OC(C(=O)C=1OC(=CC1)C1=CC(=C(C(=C1)OC)OC)OC)C1=CC=C(C=C1)C=1OC(=NN1)C (2-Ethoxy-2-(4-(5-methyl-1,3,4-oxadiazol-2-yl)phenyl)-1-(5-(3,4,5-trimethoxyphenyl) furan-2-yl)ethanone), product. Procedure details: 2-Ethoxy-2-(4-(5-methyl-1,3,4-oxadiazol-2-yl)phenyl)-1-(5-(3,4,5-trimethoxyphenyl) furan-2-yl)ethanone was prepared from 2-(3,4,5-trimethoxyphenyl)furan and 2-ethoxy-N-methoxy-N-methyl-2-(4-(5-methyl-1,3,4-oxadiazol-2-yl)phenyl)acetamide according to the procedure used in Example 30. Purification by chromatography (60% EtOAc/hexanes) gave the product as a pale yellow solid (0.060 g, 15% yield). MS: m/z 479.4 [M+H]+. RXN SMILES: [CH3:1][O:2][C:3]1[CH:4]=[C:5]([C:13]2[O:14][CH:15]=[CH:16][CH:17]=2)[CH:6]=[C:7]([O:11][CH3:12])[C:8]=1[O:9][CH3:10].[CH2:18]([O:20][CH:21]([C:28]1[CH:33]=[CH:32][C:31]([C:34]2[O:35][C:36]([CH3:39])=[N:37][N:38]=2)=[CH:30][CH:29]=1)[C:22](N(OC)C)=[O:23])[CH3:19]>>[CH2:18]([O:20][CH:21]([C:28]1[CH:29]=[CH:30][C:31]([C:34]2[O:35][C:36]([CH3:39])=[N:37][N:38]=2)=[CH:32][CH:33]=1)[C:22]([C:15]1[O:14][C:13]([C:5]2[CH:6]=[C:7]([O:11][CH3:12])[C:8]([O:9][CH3:10])=[C:3]([O:2][CH3:1])[CH:4]=2)=[CH:17][CH:16]=1)=[O:23])[CH3:19]. Reactants: COC=1C=C(C=C(C1OC)OC)C=1OC=CC1 (2-(3,4,5-trimethoxyphenyl)furan), C(C)OC(C(=O)N(C)OC)C1=CC=C(C=C1)C=1OC(=NN1)C (2-ethoxy-N-methoxy-N-methyl-2-(4-(5-methyl-1,3,4-oxadiazol-2-yl)phenyl)acetamide). Yield: 15.0%. The reactants are CCOC(=O)C1CCN(CCOc2ccc3[nH]c(-c4cc5ccccc5[nH]c4=O)cc3c2)CC1, CO, [Na+], [OH-]. Product: O=C(O)C1CCN(CCOc2ccc3[nH]c(-c4cc5ccccc5[nH]c4=O)cc3c2)CC1. Reaction SMILES: [CH2:1]([CH3:2])[O:3][C:4](=[O:5])[CH:6]1[CH2:7][CH2:8][N:9]([CH2:12][CH2:13][O:14][c:15]2[cH:16][c:17]3[cH:18][c:19](-[c:24]4[c:25](=[O:34])[nH:26][c:27]5[cH:28][cH:29][cH:30][cH:31][c:32]5[cH:33]4)[nH:20][c:21]3[cH:22][cH:23]2)[CH2:10][CH2:11]1.[CH3:37][OH:38].[Na+:36].[OH-:35]>>[O:3]=[C:4]([OH:5])[CH:6]1[CH2:7][CH2:8][N:9]([CH2:12][CH2:13][O:14][c:15]2[cH:16][c:17]3[cH:18][c:19](-[c:24]4[c:25](=[O:34])[nH:26][c:27]5[cH:28][cH:29][cH:30][cH:31][c:32]5[cH:33]4)[nH:20][c:21]3[cH:22][cH:23]2)[CH2:10][CH2:11]1. Reactants: FC1(CC(CC1)(C(=O)OCC1=CC=CC=C1)O)F ((+)-benzyl 3,3-difluoro-1-hydroxycyclopentanecarboxylate). Reagents/catalysts: [Pd] (Palladium on Carbon). Run in CCOC(=O)C (EtOAc), CCOC(=O)C (EtOAc). Reaction conditions: time 1 hour. Product: FC1(CC(CC1)(C(=O)O)O)F ((+)-3,3-difluoro-1-hydroxycyclopentanecarboxylic acid). Reaction SMILES: [F:1][C:2]1([F:18])[CH2:6][CH2:5][C:4]([OH:17])([C:7]([O:9]CC2C=CC=CC=2)=[O:8])[CH2:3]1>CCOC(C)=O.[Pd]>[F:1][C:2]1([F:18])[CH2:6][CH2:5][C:4]([OH:17])([C:7]([OH:9])=[O:8])[CH2:3]1. Procedure: To a solution of (+)-benzyl 3,3-difluoro-1-hydroxycyclopentanecarboxylate (1.8 g, 7.0 mmol) in 45 ml of EtOAc was added a suspension of 10% Palladium on Carbon (720 mg) in 5 ml of EtOAc. The mixture was stirred at room temperature under hydrogen atmosphere for 1 hour (balloon). The reaction mixture was filtered through a glass micropore filter to remove the catalyst and the filtrate was concentrated under vacuum to give (+)-3,3-difluoro-1-hydroxycyclopentanecarboxylic acid. The reactants are [Cl-].[NH4+] (ammonium chloride), [Si](C)(C)(C(C)(C)C)Cl (t-butyldimethylsilyl chloride), OCC1=CC2=CC=C(C=C2C=C1)CO (2,6-dihydroxymethylnaphthalene). Run in N1C=NC=C1 (imidazole), CN(C)C=O (DMF), CN(C)C=O (DMF). Conditions: time 8 hour. The product is [Si](C)(C)(C(C)(C)C)OCC1=CC2=CC=C(C=C2C=C1)CO (2-t-butyldimethylsilyloxymethyl-6-hydroxymethylnaphthalene). The yield is 48.9%. As a reaction SMILES: [OH:1][CH2:2][C:3]1[CH:12]=[CH:11][C:10]2[C:5](=[CH:6][CH:7]=[C:8]([CH2:13][OH:14])[CH:9]=2)[CH:4]=1.[Si:15](Cl)([C:18]([CH3:21])([CH3:20])[CH3:19])([CH3:17])[CH3:16].[Cl-].[NH4+]>CN(C=O)C.N1C=CN=C1>[Si:15]([O:1][CH2:2][C:3]1[CH:12]=[CH:11][C:10]2[C:5](=[CH:6][CH:7]=[C:8]([CH2:13][OH:14])[CH:9]=2)[CH:4]=1)([C:18]([CH3:21])([CH3:20])[CH3:19])([CH3:17])[CH3:16] |f:2.3|. Procedure details: The compound (3.41 g) obtained in Example 121-1 was dissolved in anhydrous DMF (200 ml). Then, t-butyldimethylsilyl chloride (2.73 g) dissolved in imidazole (1.48 g) and anhydrous DMF (50 ml) was dropped in this solution, and the whole was stirred overnight at room temperature. After completion of the reaction, the solution was added with a saturated aqueous ammonium chloride solution and stirred. The solution was extracted with chloroform and the extract was then washed with a saturated aqueous... The reactants are O1CCOC2=C1C=CC(=C2)C(O)C2=CC=C(C=C2)OC ((2,3-dihydro-benzo[1,4]dioxin-6-yl)-(4-methoxy-phenyl)-methanol). Reagents/catalysts: O=[Mn]=O (MnO2), O=[Mn]=O (MnO2). Run in C(Cl)Cl (CH2Cl2). Product: O1CCOC2=C1C=CC(=C2)C(=O)C2=CC=C(C=C2)OC ((2,3-dihydro-benzo[1,4]dioxin-6-yl)-(4-methoxy-phenyl)-methanone). As a reaction SMILES: [O:1]1[C:6]2[CH:7]=[CH:8][C:9]([CH:11]([C:13]3[CH:18]=[CH:17][C:16]([O:19][CH3:20])=[CH:15][CH:14]=3)[OH:12])=[CH:10][C:5]=2[O:4][CH2:3][CH2:2]1>C(Cl)Cl.O=[Mn]=O>[O:1]1[C:6]2[CH:7]=[CH:8][C:9]([C:11]([C:13]3[CH:18]=[CH:17][C:16]([O:19][CH3:20])=[CH:15][CH:14]=3)=[O:12])=[CH:10][C:5]=2[O:4][CH2:3][CH2:2]1. Procedure details: To a stirred solution of (2,3-dihydro-benzo[1,4]dioxin-6-yl)-(4-methoxy-phenyl)-methanol (2.03 g crude, 7.5 mmol) in CH2Cl2 (20 mL) at room temperature was added activated MnO2 powder (3.4 g, 39 mmol) and kept adding 2˜3 equivalents of MnO2 every 3˜5 h until HPLC showed disappearance of the starting material. The black suspension was filtered through a Celite pad, concentrated in vacuo to give (2,3-dihydro-benzo[1,4]dioxin-6-yl)-(4-methoxy-phenyl)-methanone as an brown oil (2.09 g, 103% crude yi...